Dataset: the Open Reaction Database (ORD), a public repository of structured organic reaction records. Task: describe an organic reaction: reactants, conditions, products, and yield Starting materials: CC(=O)O, NCCC(=O)O, O=C1C=CC(=O)O1. Product: O=C(O)CCN1C(=O)C=CC1=O. Reaction SMILES: [CH3:14][C:15](=[O:16])[OH:17].[NH2:8][CH2:9][CH2:10][C:11](=[O:12])[OH:13].[O:1]=[C:2]1[O:3][C:4](=[O:5])[CH:6]=[CH:7]1>>[C:2]1(=[O:3])[CH:7]=[CH:6][C:4](=[O:5])[N:8]1[CH2:9][CH2:10][C:11](=[O:12])[OH:13]. Reactants: C(C)(C)(C)OC(=O)N[C@H](C)C=1C=C(C=CC1)OS(=O)(=O)C(F)(F)F (Trifluoro-methanesulfonic acid 3-((R)-1-tert-butoxycarbonylamino-ethyl)-phenyl ester), CN1CCNCC1 (1-methylpiperazine), C(C)(C)(C)P(C1=C(C=CC=C1)C1=CC=CC=C1)C(C)(C)C (2-(di-tert-butylphosphino)-biphenyl), P(=O)([O-])([O-])[O-].[K+].[K+].[K+] (potassium phosphate). The reagents and catalysts are C=1C=CC(=CC1)/C=C/C(=O)/C=C/C2=CC=CC=C2.C=1C=CC(=CC1)/C=C/C(=O)/C=C/C2=CC=CC=C2.C=1C=CC(=CC1)/C=C/C(=O)/C=C/C2=CC=CC=C2.[Pd].[Pd] (Pd2(dba)3). Solvent: O1CCOCC1 (1,4 dioxane), C(C)(=O)OCC (ethyl acetate). Reaction conditions: temperature 80 celsius. Yields the product C(C)(C)(C)OC(N[C@H](C)C1=CC(=CC=C1)N1CCN(CC1)C)=O ({(R)-1-[3-(4-Methyl-piperazin-1-yl)-phenyl]-ethyl}-carbamic acid tert-butyl ester). Reaction SMILES: [C:1]([O:5][C:6]([NH:8][C@@H:9]([C:11]1[CH:12]=[C:13](OS(C(F)(F)F)(=O)=O)[CH:14]=[CH:15][CH:16]=1)[CH3:10])=[O:7])([CH3:4])([CH3:3])[CH3:2].[CH3:25][N:26]1[CH2:31][CH2:30][NH:29][CH2:28][CH2:27]1.C(P(C(C)(C)C)C1C=CC=CC=1C1C=CC=CC=1)(C)(C)C.P([O-])([O-])([O-])=O.[K+].[K+].[K+]>O1CCOCC1.C(OCC)(=O)C.C1C=CC(/C=C/C(/C=C/C2C=CC=CC=2)=O)=CC=1.C1C=CC(/C=C/C(/C=C/C2C=CC=CC=2)=O)=CC=1.C1C=CC(/C=C/C(/C=C/C2C=CC=CC=2)=O)=CC=1.[Pd].[Pd]>[C:1]([O:5][C:6](=[O:7])[NH:8][C@@H:9]([C:11]1[CH:16]=[CH:15][CH:14]=[C:13]([N:29]2[CH2:30][CH2:31][N:26]([CH3:25])[CH2:27][CH2:28]2)[CH:12]=1)[CH3:10])([CH3:4])([CH3:3])[CH3:2] |f:3.4.5.6,9.10.11.12.13|. Procedure details: A mixture of Trifluoro-methanesulfonic acid 3-((R)-1-tert-butoxycarbonylamino-ethyl)-phenyl ester (0.340 g, 0.921 mmol), 1-methylpiperazine (0.37 g, 3.68 mmol), Pd2(dba)3 (0.042 g, 0.046 mmol), 2-(di-tert-butylphosphino)-biphenyl (0.054 g, 0.184 mmol), and potassium phosphate (0.273 g, 1.29 mmol) in 20 mL of 1,4 dioxane was heated at 80° C. in a sealed tube for 12 hours. After completion of the reaction, the reaction mixture was cooled to room temperature and diluted with ethyl acetate (100 mL) ... Reactants: ClC(C=1N=NC(=CC1)OCC)C1=C(C=CC(=C1)C1O[C@@H]([C@H]([C@@H]([C@H]1OCC1=CC=CC=C1)OCC1=CC=CC=C1)OCC1=CC=CC=C1)COCC1=CC=CC=C1)Cl (3-(chloro(2-chloro-5-((3S,4R,5R,6R)-3,4,5-tris(benzyloxy)-6-(benzyloxymethyl)-tetrahydro-2H-pyran-2-yl)phenyl)methyl)-6-ethoxypyridazine), CC(C)(C#N)N=NC(C)(C)C#N (AIBN), C(CCC)[SnH](CCCC)CCCC (tributyltin hydride). The solvent is C1(=CC=CC=C1)C (toluene). Reaction conditions: temperature 80 celsius. Product: ClC1=C(CC=2N=NC(=CC2)OCC)C=C(C=C1)C1O[C@@H]([C@H]([C@@H]([C@H]1OCC1=CC=CC=C1)OCC1=CC=CC=C1)OCC1=CC=CC=C1)COCC1=CC=CC=C1 (3-(2-Chloro-5-((3S,4R,5R,6R)-3,4,5-tris(benzyloxy)-6-(benzyloxymethyl)-tetrahydro-2H-pyran-2-yl)benzyl)-6-ethoxypyridazine). Reaction SMILES: Cl[CH:2]([C:12]1[CH:17]=[C:16]([CH:18]2[C@H:23]([O:24][CH2:25][C:26]3[CH:31]=[CH:30][CH:29]=[CH:28][CH:27]=3)[C@@H:22]([O:32][CH2:33][C:34]3[CH:39]=[CH:38][CH:37]=[CH:36][CH:35]=3)[C@H:21]([O:40][CH2:41][C:42]3[CH:47]=[CH:46][CH:45]=[CH:44][CH:43]=3)[C@@H:20]([CH2:48][O:49][CH2:50][C:51]3[CH:56]=[CH:55][CH:54]=[CH:53][CH:52]=3)[O:19]2)[CH:15]=[CH:14][C:13]=1[Cl:57])[C:3]1[N:4]=[N:5][C:6]([O:9][CH2:10][CH3:11])=[CH:7][CH:8]=1.CC(N=NC(C#N)(C)C)(C#N)C.C([SnH](CCCC)CCCC)CCC>C1(C)C=CC=CC=1>[Cl:57][C:13]1[CH:14]=[CH:15][C:16]([CH:18]2[C@H:23]([O:24][CH2:25][C:26]3[CH:31]=[CH:30][CH:29]=[CH:28][CH:27]=3)[C@@H:22]([O:32][CH2:33][C:34]3[CH:39]=[CH:38][CH:37]=[CH:36][CH:35]=3)[C@H:21]([O:40][CH2:41][C:42]3[CH:43]=[CH:44][CH:45]=[CH:46][CH:47]=3)[C@@H:20]([CH2:48][O:49][CH2:50][C:51]3[CH:52]=[CH:53][CH:54]=[CH:55][CH:56]=3)[O:19]2)=[CH:17][C:12]=1[CH2:2][C:3]1[N:4]=[N:5][C:6]([O:9][CH2:10][CH3:11])=[CH:7][CH:8]=1. Procedure: To a solution of 3-(chloro(2-chloro-5-((3S,4R,5R,6R)-3,4,5-tris(benzyloxy)-6-(benzyloxymethyl)-tetrahydro-2H-pyran-2-yl)phenyl)methyl)-6-ethoxypyridazine (589 mg; 0.73 mmol) in anhydrous toluene (10 mL) was added catalytic amounts of AIBN and tributyltin hydride (0.3 mL; 1.10 mmol) at room temperature under nitrogen gas. The reaction solution was then heated at 80° C. until reaction was completed. The solution was coded to room temperature and toluene was removed on evaporator. The crude α/β mix...